Dataset: the Open Reaction Database (ORD), a public repository of structured organic reaction records. Task: describe an organic reaction: reactants, conditions, products, and yield Starting materials: ClC=1C=CC2=C(C(=NS2)C2=CC=C(C=C2)CCl)C1 (5-chloro-3-(4'-chloromethylphenyl)-1,2-benzisothiazole), [S] (sulfur), C(CN)N (ethylenediamine). Run in C1(=CC=CC=C1)C (toluene). Yields the product ClC=1C=CC2=C(C(=NS2)C2=CC=C(C=C2)C=2NCCN2)C1 (5-Chloro-3-[4-(imidazolin-2-yl)-phenyl]-1,2-benzisothiazole). As a reaction SMILES: [Cl:1][C:2]1[CH:3]=[CH:4][C:5]2[S:9][N:8]=[C:7]([C:10]3[CH:15]=[CH:14][C:13]([CH2:16]Cl)=[CH:12][CH:11]=3)[C:6]=2[CH:18]=1.[S].[CH2:20]([NH2:23])[CH2:21][NH2:22]>C1(C)C=CC=CC=1>[Cl:1][C:2]1[CH:3]=[CH:4][C:5]2[S:9][N:8]=[C:7]([C:10]3[CH:15]=[CH:14][C:13]([C:16]4[NH:22][CH2:21][CH2:20][N:23]=4)=[CH:12][CH:11]=3)[C:6]=2[CH:18]=1 |^3:18|. Reported procedure: 44 g of 5-chloro-3-(4'-chloromethylphenyl)-1,2-benzisothiazole, 9.6 g of sulfur and 18 g of ethylenediamine in 500 ml of toluene are refluxed for 20 hours. The reaction mixture is filtered hot, the filtrate is cooled and the resulting crystals are filtered off. After recrystallization from toluene in the presence of active charcoal, 26 g of 5-chloro-3-[4-(imidazolin-2-yl)-phenyl]-1,2-benzisothiazole, melting at 195° C., are obtained. The yield corresponds to 55% of theory. Starting materials: BrC1=CC=CC(=N1)C1(COCC(N1)=O)CO (5-(6-bromo-pyridin-2-yl)-5-hydroxymethyl-morpholin-3-one), C(C)N(CC)S(F)(F)F (diethylamino sulfur trifluoride), C(=O)([O-])[O-].[Na+].[Na+] (Na2CO3). The solvent is C1CCOC1 (THF). Run at time 4 hour. Product: BrC1=CC=CC(=N1)C1(COCC(N1)=O)CF (5-(6-Bromo-pyridin-2-yl)-5-fluoromethyl-morpholin-3-one). RXN SMILES: [Br:1][C:2]1[N:7]=[C:6]([C:8]2([CH2:15]O)[NH:13][C:12](=[O:14])[CH2:11][O:10][CH2:9]2)[CH:5]=[CH:4][CH:3]=1.C(N(S(F)(F)[F:23])CC)C.C([O-])([O-])=O.[Na+].[Na+]>C1COCC1>[Br:1][C:2]1[N:7]=[C:6]([C:8]2([CH2:15][F:23])[NH:13][C:12](=[O:14])[CH2:11][O:10][CH2:9]2)[CH:5]=[CH:4][CH:3]=1 |f:2.3.4|. Procedure details: To a solution of 5-(6-bromo-pyridin-2-yl)-5-hydroxymethyl-morpholin-3-one (2.8 g, 9.756 mmol) in dry THF (30 ml), diethylamino sulfur trifluoride (4.72 g, 29.268 mmol) was added at rt and stirring continued for 4 h. Na2CO3 was then added to the resultant reaction mixture and stirred for further 30 min. The reaction mixture was concentrated under reduced pressure and the product was extracted with ethyl acetate. Organic layer was washed with brine, dried over anhy. Na2SO4 and concentrated under r... Yield: 55.0%. Procedure details: (1-Thien-2-ylcyclobutyl)methylamine is prepared from thien-2-ylacetonitrile (3.70 g, 30 mmol), 1,3-dibromopropane (9.09 g, 45 mmol), as described in Example 1 in 55% yield. The reactants are S1C(=CC=C1)CC#N (thien-2-ylacetonitrile), BrCCCBr (1,3-dibromopropane). As a reaction SMILES: [S:1]1[CH:5]=[CH:4][CH:3]=[C:2]1[CH2:6][C:7]#[N:8].Br[CH2:10][CH2:11][CH2:12]Br>>[S:1]1[CH:5]=[CH:4][CH:3]=[C:2]1[C:6]1([CH2:7][NH2:8])[CH2:12][CH2:11][CH2:10]1. The product is S1C(=CC=C1)C1(CCC1)CN ((1-Thien-2-ylcyclobutyl)methylamine). Starting materials: SC=1NC2=C(N1)C=CC=C2 (2-mercaptobenzimidazole), ClCC1=NC=CC(=C1C)OCCCO (2-chloromethyl-4-(3-hydroxypropoxy)-3-methylpyridine), [OH-].[Na+] (sodium hydroxide). Solvent: C(C)O (ethanol). Run at temperature 50 celsius, time 1 hour. The product is OCCCOC1=C(C(=NC=C1)CSC1=NC2=C(N1)C=CC=C2)C (2-[{4-(3-Hydroxypropoxy)-3-Methylpyridine-2-Yl}-Methylthio]-1H-Benzimidazole). Isolated yield 55.7%. Reaction SMILES: [SH:1][C:2]1[NH:3][C:4]2[CH:10]=[CH:9][CH:8]=[CH:7][C:5]=2[N:6]=1.Cl[CH2:12][C:13]1[C:18]([CH3:19])=[C:17]([O:20][CH2:21][CH2:22][CH2:23][OH:24])[CH:16]=[CH:15][N:14]=1.[OH-].[Na+]>C(O)C>[OH:24][CH2:23][CH2:22][CH2:21][O:20][C:17]1[CH:16]=[CH:15][N:14]=[C:13]([CH2:12][S:1][C:2]2[NH:6][C:5]3[CH:7]=[CH:8][CH:9]=[CH:10][C:4]=3[N:3]=2)[C:18]=1[CH3:19] |f:2.3|. Procedure: 80 ml of ethanol was added to a mixture comprising 1.39 g (9.27 mmol) of 2-mercaptobenzimidazole, 2.0 g (9.27 mmol) of 2-chloromethyl-4-(3-hydroxypropoxy)-3-methylpyridine and 0.44 g (11.1 mmol) of sodium hydroxide. The obtained mixture was stirred at 50° C. for one hour. After the completion of the reaction, the reaction mixture was concentrated. The obtained residue was purified by silica gel column chromatography to obtain 1.7 g of the title compound (56%). Starting materials: [OH-].[Na+] (sodium hydroxide), ClC1=NC=C(C(=O)[O-])C(=C1)NN (6-chloro-4-hydrazinylnicotinate), Cl (HCl). Run in C(C)O (ethanol). Conditions: time 2 hour. Product: ClC1=CC2=C(C=N1)C(NN2)=O (6-chloro-1H-pyrazolo[4,3-c]pyridin-3(2H)-one). Reaction SMILES: [OH-].[Na+].[Cl:3][C:4]1[CH:12]=[C:11]([NH:13][NH2:14])[C:7]([C:8]([O-])=[O:9])=[CH:6][N:5]=1.Cl>C(O)C>[Cl:3][C:4]1[N:5]=[CH:6][C:7]2[C:8](=[O:9])[NH:14][NH:13][C:11]=2[CH:12]=1 |f:0.1|. Procedure: Into a 50-L reactor was placed ethanol (22 L), sodium hydroxide (800 g, 20.00 mol), and 6-chloro-4-hydrazinylnicotinate (2700 g, 13.39 mol). The resulting solution was stirred for 2 h at room temperature. The pH value of the solution was adjusted to 7 with HCl. The solid was filtered out. The filtrate was concentrated in vacuo to give 6-chloro-1H-pyrazolo[4,3-c]pyridin-3(2H)-one, which was carried onto the next step without further purification. MS ESI calc'd. for C6H4ClN3O [M+1]+ 170. found 170... Reactants: CN(C1=CC=C(C#N)C=C1)C (4-dimethylaminobenzonitrile), [H-].[H-].[H-].[H-].[Li+].[Al+3] (LiAlH4). Solvent: CCOCC (ether), C(C)OCC (diethyl ether). Conditions: time 24 hour. The product is NCC1=CC=C(C=C1)N(C)C (4-(aminomethyl)-N,N-dimethylbenzenamine). The yield is 89.9%. RXN SMILES: [CH3:1][N:2]([CH3:11])[C:3]1[CH:10]=[CH:9][C:6]([C:7]#[N:8])=[CH:5][CH:4]=1.[H-].[H-].[H-].[H-].[Li+].[Al+3]>CCOCC>[NH2:8][CH2:7][C:6]1[CH:9]=[CH:10][C:3]([N:2]([CH3:11])[CH3:1])=[CH:4][CH:5]=1 |f:1.2.3.4.5.6|. Reported procedure: Commercially available 4-dimethylaminobenzonitrile 18i (2 g, 13.7 mmol) dissolved in 15 ml of ether was added dropwise at 0° C. to LiAlH4 (2 equiv., 1 g) suspended in diethyl ether (40 ml). The mixture was stirred at room temperature for 24 hours. The reaction was quenched by addition of water and filtrated and the salts were washed with ether. The organic phase was separated, anhydrified and evaporated giving 1.85 g of a pale yellow oil. Yield=90% 1HNMR (DMSO, 200 MHz) δ 1.60 (2H, bs), 2.84 (6H...